Dataset: the Open Reaction Database (ORD), a public repository of structured organic reaction records. Task: describe an organic reaction: reactants, conditions, products, and yield Reactants: CO, O=[N+]([O-])c1ccc(OCCO)nc1. Product: Nc1ccc(OCCO)nc1. As a reaction SMILES: [CH3:14][OH:15].[N+:1]([O-:2])(=[O:3])[c:4]1[cH:5][cH:6][c:7]([O:10][CH2:11][CH2:12][OH:13])[n:8][cH:9]1>>[NH2:1][c:4]1[cH:5][cH:6][c:7]([O:10][CH2:11][CH2:12][OH:13])[n:8][cH:9]1. Starting materials: COC(=O)c1ccc(Oc2ccc(Cl)nn2)cc1, CC(=O)[O-], CC(=O)O, [K+]. Product: COC(=O)c1ccc(Oc2ccc(=O)[nH]n2)cc1. Reaction SMILES: [CH3:1][O:2][C:3]([c:4]1[cH:5][cH:6][c:7]([O:10][c:11]2[n:12][n:13][c:14]([Cl:17])[cH:15][cH:16]2)[cH:8][cH:9]1)=[O:18].[CH3:20][C:21]([O-:22])=[O:23].[CH3:24][C:25](=[O:26])[OH:27].[K+:19]>>[CH3:1][O:2][C:3]([c:4]1[cH:5][cH:6][c:7]([O:10][c:11]2[n:12][nH:13][c:14](=[O:22])[cH:15][cH:16]2)[cH:8][cH:9]1)=[O:18].